Dataset: the Open Reaction Database (ORD), a public repository of structured organic reaction records. Task: describe an organic reaction: reactants, conditions, products, and yield Starting materials: BrC=1C=CC(=C(N)C1)C1=CC=NN1C1CCCC1 (5-bromo-2-(1-cyclopentyl-1H-pyrazol-5-yl)aniline), C1=CN(C=N1)C(=O)N2C=CN=C2 (CDI). The solvent is CN1C(CCC1)=O (N-methylpyrrolidone). Run at temperature 150 celsius, time 2 hour. Yields the product BrC=1C=CC=2C3=C(C(NC2C1)=O)C=NN3C3CCCC3 (7-bromo-1-cyclopentyl-1,5-dihydro-4H-pyrazolo[4,3-c]quinolin-4-one). Isolated yield 67.3%. RXN SMILES: [Br:1][C:2]1[CH:3]=[CH:4][C:5]([C:9]2[N:13]([CH:14]3[CH2:18][CH2:17][CH2:16][CH2:15]3)[N:12]=[CH:11][CH:10]=2)=[C:6]([CH:8]=1)[NH2:7].C1N=CN([C:24](N2C=NC=C2)=[O:25])C=1>CN1CCCC1=O>[Br:1][C:2]1[CH:3]=[CH:4][C:5]2[C:9]3[N:13]([CH:14]4[CH2:18][CH2:17][CH2:16][CH2:15]4)[N:12]=[CH:11][C:10]=3[C:24](=[O:25])[NH:7][C:6]=2[CH:8]=1. Reported procedure: To a solution of 100 mg of 5-bromo-2-(1-cyclopentyl-1H-pyrazol-5-yl)aniline in 2.5 mL of N-methylpyrrolidone was added 105 mg of CDI, followed by stirring at 150° C. for 2 hours using a microwave reactor, and cooling to room temperature. The precipitated solid was collected by filtration, washed with ethyl acetate, and then dried under reduced pressure to obtain 73 mg of 7-bromo-1-cyclopentyl-1,5-dihydro-4H-pyrazolo[4,3-c]quinolin-4-one.